This data is from the Open Reaction Database (ORD), a public repository of structured organic reaction records. The task is: describe an organic reaction: reactants, conditions, products, and yield The reactants are ClCC1=CC=CC(=N1)C(=O)NC1=C2C=NN(C2=CC(=C1)C1=C2C(=NC=C1)NC=C2)S(=O)(=O)C2=CC=CC=C2 (6-(Chloromethyl)-N-[1-(phenylsulfonyl)-6-(1H-pyrrolo[2,3-b]pyridin-4-yl)-1H-indazol-4-yl]-2-pyridinecarboxamide), N1CCOCC1 (morpholine), CCN(C(C)C)C(C)C (DIPEA), [I-].[Na+] (sodium iodide), C[Si]([O-])(C)C.[K+] (Potassium trimethylsilanolate). Solvent: CC#N (MeCN), C1CCOC1 (THF). Conditions: temperature 70 celsius. The product is C(=O)O.N1(CCOCC1)CC1=CC=CC(=N1)C(=O)NC1=C2C=NNC2=CC(=C1)C1=C2C(=NC=C1)NC=C2 (Formic acid 6-(4-morpholinylmethyl)-N-[6-(1H-pyrrolo[2,3-b]pyridin-4-yl)-1H-indazol-4-yl]-2-pyridinecarboxamide). Isolated yield 62.3%. Reaction SMILES: Cl[CH2:2][C:3]1[N:8]=[C:7]([C:9]([NH:11][C:12]2[CH:20]=[C:19]([C:21]3[CH:26]=[CH:25][N:24]=[C:23]4[NH:27][CH:28]=[CH:29][C:22]=34)[CH:18]=[C:17]3[C:13]=2[CH:14]=[N:15][N:16]3S(C2C=CC=CC=2)(=O)=O)=[O:10])[CH:6]=[CH:5][CH:4]=1.[NH:39]1[CH2:44][CH2:43][O:42][CH2:41][CH2:40]1.CCN(C(C)C)C(C)C.[I-].[Na+].C[Si](C)(C)[O-].[K+]>CC#N.C1COCC1>[CH:9]([OH:10])=[O:42].[N:39]1([CH2:2][C:3]2[N:8]=[C:7]([C:9]([NH:11][C:12]3[CH:20]=[C:19]([C:21]4[CH:26]=[CH:25][N:24]=[C:23]5[NH:27][CH:28]=[CH:29][C:22]=45)[CH:18]=[C:17]4[C:13]=3[CH:14]=[N:15][NH:16]4)=[O:10])[CH:6]=[CH:5][CH:4]=2)[CH2:44][CH2:43][O:42][CH2:41][CH2:40]1 |f:3.4,5.6,9.10|. Procedure: 6-(Chloromethyl)-N-[1-(phenylsulfonyl)-6-(1H-pyrrolo[2,3-b]pyridin-4-yl)-1H-indazol-4-yl]-2-pyridinecarboxamide (0.05 g, 0.09 mmol) was dissolved in MeCN (0.5 ml) and added to a vessel containing morpholine (0.1 mmol). DIPEA (0.026 ml, 0.15 mmol) and sodium iodide (0.015 g, 0.1 mmol) were then added and the mixture was heated to 70° C. for 18 hr. Potassium trimethylsilanolate (0.5 mmol, 0.063 g), dissolved in THF (0.25 ml) was then added and the mixture was heated at 50° C. for 24 hrs. After coo... Starting materials: C1CCOC1, CS(C)=O, [H-], [I-], Nc1ccc(S(=O)(=O)NCCOCCO)cc1, [Na+]. Product: CN(CCOCCO)S(=O)(=O)c1ccc(N)cc1. Reaction SMILES: [CH2:25]1[O:26][CH2:27][CH2:28][CH2:29]1.[CH3:20][S:21]([CH3:22])=[O:23].[H-:18].[I-:24].[NH2:1][c:2]1[cH:3][cH:4][c:5]([S:8](=[O:9])(=[O:10])[NH:11][CH2:12][CH2:13][O:14][CH2:15][CH2:16][OH:17])[cH:6][cH:7]1.[Na+:19]>>[NH2:1][c:2]1[cH:3][cH:4][c:5]([S:8](=[O:9])(=[O:10])[N:11]([CH2:12][CH2:13][O:14][CH2:15][CH2:16][OH:17])[CH3:20])[cH:6][cH:7]1. Reactants: [H-].[Na+] (Sodium hydride), BrC1=CC=C(C(=N1)C(=O)OC)O (methyl 6-bromo-3-hydroxypicolinate), O(C1=CC=CC=C1)CCCBr (3-phenoxypropyl bromide). Run in CC(=O)N(C)C (DMA), C(CC(O)(C(=O)O)CC(=O)O)(=O)O (citric acid). Conditions: temperature 100 celsius. Yields the product BrC1=CC=C(C(=N1)C(=O)OC)OCCCOC1=CC=CC=C1 (methyl 6-bromo-3-(3-phenoxypropoxy)picolinate). The yield is 85.5%. Reaction SMILES: [H-].[Na+].[Br:3][C:4]1[N:9]=[C:8]([C:10]([O:12][CH3:13])=[O:11])[C:7]([OH:14])=[CH:6][CH:5]=1.[O:15]([CH2:22][CH2:23][CH2:24]Br)[C:16]1[CH:21]=[CH:20][CH:19]=[CH:18][CH:17]=1>CC(N(C)C)=O.C(O)(=O)CC(CC(O)=O)(C(O)=O)O>[Br:3][C:4]1[N:9]=[C:8]([C:10]([O:12][CH3:13])=[O:11])[C:7]([O:14][CH2:24][CH2:23][CH2:22][O:15][C:16]2[CH:21]=[CH:20][CH:19]=[CH:18][CH:17]=2)=[CH:6][CH:5]=1 |f:0.1|. Procedure: Sodium hydride (60% in mineral oil, 172 mg, 4.53 mmol) was added to a mixture of methyl 6-bromo-3-hydroxypicolinate (26B) (1.0 g, 4.31 mmol) and 3-phenoxypropyl bromide (927 mg, 4.31 mmol) in DMA (20 mL) at rt. The mixture was heated to 100° C. for 1.75 hours, cooled, diluted with 10% citric acid and extracted with EtOAc. The organic phases were washed with brine, dried over Na2SO4, and concentrated under reduced pressure. The crude material was purified by flash column chromatography on silica ... The reactants are CCO, [Cl-], O=[N+]([O-])c1ccc(Cl)c(O)c1, [Fe], [NH4+], O. The product is Nc1ccc(Cl)c(O)c1. As a reaction SMILES: [CH3:14][CH2:15][OH:16].[Cl-:12].[Cl:1][c:2]1[c:3]([OH:11])[cH:4][c:5]([N+:8]([O-:9])=[O:10])[cH:6][cH:7]1.[Fe:18].[NH4+:13].[OH2:17]>>[Cl:1][c:2]1[c:3]([OH:11])[cH:4][c:5]([NH2:8])[cH:6][cH:7]1. Starting materials: COC=1C=C(C=CC1N1C=NC(=C1)C)NC(=S)N ([3-methoxy-4-(4-methyl-imidazol-1-yl)-phenyl]-thiourea), BrC1CCCC(C1=O)C1=CC=C(C=C1)OC(F)(F)F (6-bromo-2-(4-trifluoromethoxyl-phenyl)-cyclohexanone). Run in C(C)O (ethanol). Yields the product COC=1C=C(C=CC1N1C=NC(=C1)C)NC=1SC2=C(N1)C(CCC2)C2=CC=C(C=C2)OC(F)(F)F ([3-Methoxy-4-(4-methyl-imidazol-1-yl)-phenyl]-[4-(4-trifluoromethoxy-phenyl)-4,5,6,7-tetrahydro-benzothiazol-2-yl]-amine). Isolated yield 17.8%. As a reaction SMILES: [CH3:1][O:2][C:3]1[CH:4]=[C:5]([NH:15][C:16]([NH2:18])=[S:17])[CH:6]=[CH:7][C:8]=1[N:9]1[CH:13]=[C:12]([CH3:14])[N:11]=[CH:10]1.Br[CH:20]1[C:25](=O)[CH:24]([C:27]2[CH:32]=[CH:31][C:30]([O:33][C:34]([F:37])([F:36])[F:35])=[CH:29][CH:28]=2)[CH2:23][CH2:22][CH2:21]1>C(O)C>[CH3:1][O:2][C:3]1[CH:4]=[C:5]([NH:15][C:16]2[S:17][C:22]3[CH2:21][CH2:20][CH2:25][CH:24]([C:27]4[CH:28]=[CH:29][C:30]([O:33][C:34]([F:35])([F:36])[F:37])=[CH:31][CH:32]=4)[C:23]=3[N:18]=2)[CH:6]=[CH:7][C:8]=1[N:9]1[CH:13]=[C:12]([CH3:14])[N:11]=[CH:10]1. Procedure details: A suspension of [3-methoxy-4-(4-methyl-imidazol-1-yl)-phenyl]-thiourea (48 mg, 0.18 mmol) and of crude 6-bromo-2-(4-trifluoromethoxyl-phenyl)-cyclohexanone (65 mg, 0.19 mmol) in ethanol (2 mL) was heated to reflux under an atmosphere of nitrogen for 2 days. After cooling to room temperature the solvent was evaporated under reduced pressure and the residue was purified by reversed preparative HPLC using acetonitril/water (0.1% formic acid) to yield the title compound (16 mg, 17%) as a pale-brown ...